Dataset: the Open Reaction Database (ORD), a public repository of structured organic reaction records. Task: describe an organic reaction: reactants, conditions, products, and yield The reactants are Cc1ccccc1CC(=O)Cl, ClCCCl, O, CCC(c1ccc(N)c([N+](=O)[O-])c1)n1ccnc1. The product is CCC(c1ccc(NC(=O)Cc2ccccc2C)c([N+](=O)[O-])c1)n1ccnc1. As a reaction SMILES: [CH3:23][c:24]1[c:25]([CH2:30][C:31](=[O:32])[Cl:33])[cH:26][cH:27][cH:28][cH:29]1.[Cl:19][CH2:20][CH2:21][Cl:22].[OH2:34].[n:1]1([CH:6]([CH2:7][CH3:8])[c:9]2[cH:10][c:11]([N+:16](=[O:17])[O-:18])[c:12]([NH2:15])[cH:13][cH:14]2)[cH:2][n:3][cH:4][cH:5]1>>[n:1]1([CH:6]([CH2:7][CH3:8])[c:9]2[cH:10][c:11]([N+:16](=[O:17])[O-:18])[c:12]([NH:15][C:31]([CH2:30][c:25]3[c:24]([CH3:23])[cH:29][cH:28][cH:27][cH:26]3)=[O:32])[cH:13][cH:14]2)[cH:2][n:3][cH:4][cH:5]1. Reactants: NC1CCN(CC1)CCC1=CNC2=CC=CC=C12 (4-Amino-1-[2-(indol-3-yl)ethyl]piperidine), CC=1C=C2C(C(=O)OC2=O)=CC1 (4-methylphthalic anhydride). Run in CC#N (methyl cyanide), CC#N (methyl cyanide). Yields the product N1C=C(C2=CC=CC=C12)CCN1CCC(CC1)N1C(C2=CC=C(C=C2C1=O)C)=O (2-[1-(2-[Indol-3-yl]ethyl)piperid-4-yl]-5-methyl-1H-isoindole-1,3-(2H)-dione). The yield is 27.4%. Reaction SMILES: [NH2:1][CH:2]1[CH2:7][CH2:6][N:5]([CH2:8][CH2:9][C:10]2[C:18]3[C:13](=[CH:14][CH:15]=[CH:16][CH:17]=3)[NH:12][CH:11]=2)[CH2:4][CH2:3]1.[CH3:19][C:20]1[CH:21]=[C:22]2[C:27](=O)[O:26][C:24](=[O:25])[C:23]2=[CH:29][CH:30]=1>CC#N>[NH:12]1[C:13]2[C:18](=[CH:17][CH:16]=[CH:15][CH:14]=2)[C:10]([CH2:9][CH2:8][N:5]2[CH2:6][CH2:7][CH:2]([N:1]3[C:27](=[O:26])[C:22]4[C:23](=[CH:29][CH:30]=[C:20]([CH3:19])[CH:21]=4)[C:24]3=[O:25])[CH2:3][CH2:4]2)=[CH:11]1. Procedure: 4-Amino-1-[2-(indol-3-yl)ethyl]piperidine (1.22 g, 5 mmol) was dissolved in warm methyl cyanide (50 cm3) and a solution of 4-methylphthalic anhydride (0.81 g, 5 mmol) in methyl cyanide (10 cm3) was added dropwise with stirring to precipitate a white solid. The suspension was stirred overnight then the solid collected and heated in acetic anhydride (40 cm3) for 2 hours on a steam bath. The acetic anhydride was evaporated. The residue was dissolved in very dilute aqueous acetic acid and the soluti...